Task: describe an organic reaction: reactants, conditions, products, and yield. Dataset: the Open Reaction Database (ORD), a public repository of structured organic reaction records Reactants: O=C([O-])O, CC(C)(C)OC(=O)N1CCN(CC2(C)CO2)CC1, CCO, O=[N+]([O-])c1c[nH]c(Cl)n1, [Na+]. The product is CC(O)(CN1CCN(C(=O)OC(C)(C)C)CC1)Cn1cc([N+](=O)[O-])nc1Cl. Reaction SMILES: [C:28](=[O:29])([O-:30])[OH:31].[CH3:10][C:11]1([CH2:14][N:15]2[CH2:16][CH2:17][N:18]([C:21](=[O:22])[O:23][C:24]([CH3:25])([CH3:26])[CH3:27])[CH2:19][CH2:20]2)[O:12][CH2:13]1.[CH3:33][CH2:34][OH:35].[Cl:1][c:2]1[nH:3][cH:4][c:5]([N+:7](=[O:8])[O-:9])[n:6]1.[Na+:32]>>[Cl:1][c:2]1[n:3]([CH2:13][C:11]([CH3:10])([OH:12])[CH2:14][N:15]2[CH2:16][CH2:17][N:18]([C:21](=[O:22])[O:23][C:24]([CH3:25])([CH3:26])[CH3:27])[CH2:19][CH2:20]2)[cH:4][c:5]([N+:7](=[O:8])[O-:9])[n:6]1. As a reaction SMILES: [Cl:16][CH2:17][CH2:18][N:19]([CH3:20])[CH3:21].[ClH:15].[K+:22].[K+:23].[N+:1](=[O:2])([O-:3])[c:4]1[cH:5][cH:6][c:7]2[c:8]([cH:14]1)[O:9][CH2:10][C:11](=[O:13])[NH:12]2.[O-:24][C:25]([O-:26])=[O:27].[O:28]=[CH:29][N:30]([CH3:31])[CH3:32].[OH2:33]>>[N+:1](=[O:2])([O-:3])[c:4]1[cH:5][cH:6][c:7]2[c:8]([cH:14]1)[O:9][CH2:10][C:11](=[O:13])[N:12]2[CH2:17][CH2:18][N:19]([CH3:20])[CH3:21]. The product is CN(C)CCN1C(=O)COc2cc([N+](=O)[O-])ccc21. Reactants: CN(C)CCCl, Cl, [K+], [K+], O=C1COc2cc([N+](=O)[O-])ccc2N1, O=C([O-])[O-], CN(C)C=O, O. Reaction SMILES: [Cl:25][c:26]1[cH:27][cH:28][c:29]2[c:30]([s:31][c:32]([C:34](=[O:35])[OH:36])[cH:33]2)[cH:37]1.[ClH:1].[ClH:2].[ClH:3].[NH2:4][CH:5]([CH2:6][C:7]([NH2:8])=[O:9])[C:10](=[O:11])[N:12]1[CH2:13][CH2:14][N:15]([CH:18]2[CH2:19][CH2:20][N:21]([CH3:24])[CH2:22][CH2:23]2)[CH2:16][CH2:17]1>>[NH:4]([CH:5]([CH2:6][C:7]([NH2:8])=[O:9])[C:10](=[O:11])[N:12]1[CH2:13][CH2:14][N:15]([CH:18]2[CH2:19][CH2:20][N:21]([CH3:24])[CH2:22][CH2:23]2)[CH2:16][CH2:17]1)[C:34]([c:32]1[s:31][c:30]2[c:29]([cH:28][cH:27][c:26]([Cl:25])[cH:37]2)[cH:33]1)=[O:35]. The product is CN1CCC(N2CCN(C(=O)C(CC(N)=O)NC(=O)c3cc4ccc(Cl)cc4s3)CC2)CC1. The reactants are O=C(O)c1cc2ccc(Cl)cc2s1, Cl, Cl, Cl, CN1CCC(N2CCN(C(=O)C(N)CC(N)=O)CC2)CC1. Starting materials: [BH4-], Cc1ccc(S(=O)(=O)C(NC(=O)OC(C)(C)C)c2ncco2)cc1, [Cl-], [NH4+], [Na+], C1CCOC1, O. Product: CC(C)(C)OC(=O)NCc1ncco1. Reaction SMILES: [BH4-:6].[C:8]([CH3:9])([CH3:10])([CH3:11])[O:12][C:13]([NH:14][CH:15]([S:16]([c:17]1[cH:18][cH:19][c:20]([CH3:21])[cH:22][cH:23]1)(=[O:24])=[O:25])[c:26]1[o:27][cH:28][cH:29][n:30]1)=[O:31].[Cl-:32].[NH4+:33].[Na+:7].[O:1]1[CH2:2][CH2:3][CH2:4][CH2:5]1.[OH2:34]>>[C:8]([CH3:9])([CH3:10])([CH3:11])[O:12][C:13]([NH:14][CH2:15][c:26]1[o:27][cH:28][cH:29][n:30]1)=[O:31]. Starting materials: ClC1=NC=CC(=N1)C1=C(N=C2N1C=CC=C2)C=2C=CC(=C(C(=O)NC1=C(C=CC=C1F)F)C2)OC (5-[3-(2-chloro-4-pyrimidinyl)imidazo[1,2-a]pyridin-2-yl]-N-(2,6-difluorophenyl)-2-(methyloxy)benzamide), C(C)C=1C(=CC(=C(N)C1)OC)N1CCC(CC1)N1CCN(CC1)S(=O)(=O)C (5-ethyl-2-(methyloxy)-4-{4-[4-(methylsulfonyl)-1-piperazinyl]-1-piperidinyl}aniline), Cl (HCl). Solvent: C(C(F)(F)F)O (trifluoroethanol). Conditions: temperature 170 celsius. Yields the product FC1=C(C(=CC=C1)F)NC(C1=C(C=CC(=C1)C=1N=C2N(C=CC=C2)C1C1=NC(=NC=C1)NC1=C(C=C(C(=C1)CC)N1CCC(CC1)N1CCN(CC1)S(=O)(=O)C)OC)OC)=O (N-(2,6-difluorophenyl)-5-(3-{2-[(5-ethyl-2-(methyloxy)-4-{4-[4-(methylsulfonyl)-1-piperazinyl]-1-piperidinyl}phenyl)amino]-4-pyrimidinyl}imidazo[1,2-a]pyridin-2-yl)-2-(methyloxy)benzamide). Yield: 58.7%. RXN SMILES: Cl[C:2]1[N:7]=[C:6]([C:8]2[N:12]3[CH:13]=[CH:14][CH:15]=[CH:16][C:11]3=[N:10][C:9]=2[C:17]2[CH:18]=[CH:19][C:20]([O:34][CH3:35])=[C:21]([CH:33]=2)[C:22]([NH:24][C:25]2[C:30]([F:31])=[CH:29][CH:28]=[CH:27][C:26]=2[F:32])=[O:23])[CH:5]=[CH:4][N:3]=1.[CH2:36]([C:38]1[C:39]([N:47]2[CH2:52][CH2:51][CH:50]([N:53]3[CH2:58][CH2:57][N:56]([S:59]([CH3:62])(=[O:61])=[O:60])[CH2:55][CH2:54]3)[CH2:49][CH2:48]2)=[CH:40][C:41]([O:45][CH3:46])=[C:42]([CH:44]=1)[NH2:43])[CH3:37].Cl>C(O)C(F)(F)F>[F:32][C:26]1[CH:27]=[CH:28][CH:29]=[C:30]([F:31])[C:25]=1[NH:24][C:22](=[O:23])[C:21]1[CH:33]=[C:17]([C:9]2[N:10]=[C:11]3[CH:16]=[CH:15][CH:14]=[CH:13][N:12]3[C:8]=2[C:6]2[CH:5]=[CH:4][N:3]=[C:2]([NH:43][C:42]3[CH:44]=[C:38]([CH2:36][CH3:37])[C:39]([N:47]4[CH2:48][CH2:49][CH:50]([N:53]5[CH2:54][CH2:55][N:56]([S:59]([CH3:62])(=[O:61])=[O:60])[CH2:57][CH2:58]5)[CH2:51][CH2:52]4)=[CH:40][C:41]=3[O:45][CH3:46])[N:7]=2)[CH:18]=[CH:19][C:20]=1[O:34][CH3:35]. Procedure: A mixture of 5-[3-(2-chloro-4-pyrimidinyl)imidazo[1,2-a]pyridin-2-yl]-N-(2,6-difluorophenyl)-2-(methyloxy)benzamide (Intermediate Example 2) (0.60 g, 1.22 mmol), 5-ethyl-2-(methyloxy)-4-{4-[4-(methylsulfonyl)-1-piperazinyl]-1-piperidinyl}aniline (Example 206, Step B) (0.48 g, 1.22 mmol) and HCl (4N,1,4-Dioxane, 0.61 mL, 2.44 mmol) in trifluoroethanol (15 mL) was heated at 170° C. for 40 min in the microwave. The reaction mixture was concentrated onto silica gel and purified by flash column chrom... Starting materials: CC1(C=2C=CC(=CC2C(CC1)(C)C)C(C(=O)O)=O)C (5,6,7,8-tetrahydro-5,5,8,8,tetramethyl-2-naphthylglyoxylic acid), [OH-].[K+] (potassium hydroxide). Solvent: O.NN (hydrazine hydrate). Product: CC1(C=2C=CC(=CC2C(CC1)(C)C)CC(=O)O)C (5,6,7,8-Tetrahydro-5,5,8,8-tetramethyl -2-naphthylacetic acid). As a reaction SMILES: [CH3:1][C:2]1([CH3:19])[CH2:11][CH2:10][C:9]([CH3:13])([CH3:12])[C:8]2[CH:7]=[C:6]([C:14](=O)[C:15]([OH:17])=[O:16])[CH:5]=[CH:4][C:3]1=2.[OH-].[K+]>O.NN>[CH3:1][C:2]1([CH3:19])[CH2:11][CH2:10][C:9]([CH3:12])([CH3:13])[C:8]2[CH:7]=[C:6]([CH2:14][C:15]([OH:17])=[O:16])[CH:5]=[CH:4][C:3]1=2 |f:1.2,3.4|. Reported procedure: 4.68 g (18 mmol) of 5,6,7,8-tetrahydro-5,5,8,8,tetramethyl-2-naphthylglyoxylic acid and 50 ml of hydrazine hydrate are introduced into a round-bottomed flask and the mixture is heated to reflux until dissolution has taken place. At 100° C., 8 g of potassium hydroxide are added in small portions and the mixture is heated to reflux for four hours. The reaction medium is evaporated to dryness, the residue is taken up with water, the mixture is acidified to pH 1 with concentrated hydrochloric acid a... Reactants: C1(CCCCC1)N1C2C=C(CC1CC2)C2=CC=C(C=C2)[N+](=O)[O-] (8-cyclohexyl-3-(4-nitrophenyl)-8-azabicyclo[3.2.1]oct-2-ene). The reagents and catalysts are [Pd] (Pd/C). Solvent: CCO (EtOH). Yields the product C1(CCCCC1)N1C2CC(CC1CC2)C2=CC=C(N)C=C2 (4-(8-cyclohexyl-8-azabicyclo[3.2.1]oct-3-yl)aniline). As a reaction SMILES: [CH:1]1([N:7]2[CH:12]3[CH2:13][CH2:14][CH:8]2[CH:9]=[C:10]([C:15]2[CH:20]=[CH:19][C:18]([N+:21]([O-])=O)=[CH:17][CH:16]=2)[CH2:11]3)[CH2:6][CH2:5][CH2:4][CH2:3][CH2:2]1>CCO.[Pd]>[CH:1]1([N:7]2[CH:8]3[CH2:14][CH2:13][CH:12]2[CH2:11][CH:10]([C:15]2[CH:16]=[CH:17][C:18]([NH2:21])=[CH:19][CH:20]=2)[CH2:9]3)[CH2:2][CH2:3][CH2:4][CH2:5][CH2:6]1. Procedure: A solution of 8-cyclohexyl-3-(4-nitrophenyl)-8-azabicyclo[3.2.1]oct-2-ene (230 mg; 0.74 mmol; 1.0 eq.) in EtOH (7 mL) was passed twice at 1 mL/min through the H-Cube using a cartridge of Pd/C under full H2 at 250. The solution was then concentrated under reduced pressure to give the title compound as a 66:33 mixture of the endo:exo isomers (163 mg; 78%). 1H NMR (DMSO) δ 6.94 (d, J=8.3 Hz, 1.3H), 6.87 (d, J=8.3 Hz, 0.7H), 6.48-6.45 (m, 2H), 4.78 (bs, 2H), 3.47 (m, 2H), 2.84-2.70 (m, 1H), 2.19-2.0... Reactants: O=C(CC(=O)N)C (3-oxobutyramide), [OH-].[Na+] (NaOH), [Cl-].C1(=CC=CC=C1)[N+]#N (phenyldiazonium chloride). The solvent is O (water). Yields the product C1(=CC=CC=C1)NN=C(C(=O)N)C(C)=O (2-Phenylhydrazono-3-oxobutyramide). RXN SMILES: [O:1]=[C:2]([CH3:7])[CH2:3][C:4]([NH2:6])=[O:5].[OH-].[Na+].[Cl-].[C:11]1([N+:17]#[N:18])[CH:16]=[CH:15][CH:14]=[CH:13][CH:12]=1>O>[C:11]1([NH:17][N:18]=[C:3]([C:2](=[O:1])[CH3:7])[C:4]([NH2:6])=[O:5])[CH:16]=[CH:15][CH:14]=[CH:13][CH:12]=1 |f:1.2,3.4|. Reported procedure: 5.0 g (0.049 mol) of 3-oxobutyramide, a solution of 6.9 g (0.171 mol) of NaOH in 75 ml of water and 0.051 mol of phenyldiazonium chloride were treated as described in preparation 8. The crude reaction mixture was purified by chromatography on silica gel(EtOAc) obtaining 3 g of the title compound which was used as such in the subsequent step. M.p.=146°-147° C.